This data is from the Open Reaction Database (ORD), a public repository of structured organic reaction records. The task is: describe an organic reaction: reactants, conditions, products, and yield The reactants are ICCCCCCC(=O)OC (methyl 7-iodoheptanoate), Cl (hydrochloric acid), ice water, COC(=O)C1C(OCC1C(\C=C\CCCCC)SC1=CC=CC=C1)=O (3-methoxycarbonyl-4-(1-phenylthiotrans-2-octenyl)-oxolane-2-one), CC(C)([O-])C.[K+] (potassium t-butoxide). Run in CS(=O)C (dimethyl sulfoxide), CS(=O)C (dimethyl sulfoxide). Conditions: time 10 minute. Product: COC(=O)C1(C(OCC1C(\C=C\CCCCC)SC1=CC=CC=C1)=O)CCCCCCC(=O)OC (3-methoxycarbonyl-3-(6-methoxycarbonylhexyl)-4-(1-phenylthio-trans- 2-octenyl)-oxolane-2-one). Yield: 98.1%. RXN SMILES: [CH3:1][O:2][C:3]([CH:5]1[CH:9]([CH:10]([S:18][C:19]2[CH:24]=[CH:23][CH:22]=[CH:21][CH:20]=2)/[CH:11]=[CH:12]/[CH2:13][CH2:14][CH2:15][CH2:16][CH3:17])[CH2:8][O:7][C:6]1=[O:25])=[O:4].CC(C)([O-])C.[K+].I[CH2:33][CH2:34][CH2:35][CH2:36][CH2:37][CH2:38][C:39]([O:41][CH3:42])=[O:40].Cl>CS(C)=O>[CH3:1][O:2][C:3]([C:5]1([CH2:33][CH2:34][CH2:35][CH2:36][CH2:37][CH2:38][C:39]([O:41][CH3:42])=[O:40])[CH:9]([CH:10]([S:18][C:19]2[CH:24]=[CH:23][CH:22]=[CH:21][CH:20]=2)/[CH:11]=[CH:12]/[CH2:13][CH2:14][CH2:15][CH2:16][CH3:17])[CH2:8][O:7][C:6]1=[O:25])=[O:4] |f:1.2|. Procedure: 2.88 g (7.94 mmols) of 3-methoxycarbonyl-4-(1-phenylthiotrans-2-octenyl)-oxolane-2-one and 0.98 g (8.73 mmols) of potassium t-butoxide were dissolved in 47 ml of dimethyl sulfoxide in an argon atmosphere and the mixture was stirred for 10 minutes at room temperature. A solution of 2.36 g (8.73 mmols) of methyl 7-iodoheptanoate in 3 ml of dimethyl sulfoxide was added to the above reaction mixture followed by stirring for 19 hours at room temperature. The reaction mixture was then rendered neutral... Starting materials: CC#N, O=C1CCC(=O)N1Cl, O=c1cc(OCc2ccc(F)cc2F)cc(CO)n1-c1c(F)cccc1F. Product: O=c1c(Cl)c(OCc2ccc(F)cc2F)cc(CO)n1-c1c(F)cccc1F. As a reaction SMILES: [CH3:36][C:37]#[N:38].[Cl:28][N:29]1[C:30](=[O:31])[CH2:32][CH2:33][C:34]1=[O:35].[F:1][c:2]1[c:3]([CH2:4][O:5][c:6]2[cH:7][c:8](=[O:22])[n:9](-[c:14]3[c:15]([F:21])[cH:16][cH:17][cH:18][c:19]3[F:20])[c:10]([CH2:12][OH:13])[cH:11]2)[cH:23][cH:24][c:25]([F:27])[cH:26]1>>[F:1][c:2]1[c:3]([CH2:4][O:5][c:6]2[c:7]([Cl:28])[c:8](=[O:22])[n:9](-[c:14]3[c:15]([F:21])[cH:16][cH:17][cH:18][c:19]3[F:20])[c:10]([CH2:12][OH:13])[cH:11]2)[cH:23][cH:24][c:25]([F:27])[cH:26]1.